From a dataset of the Open Reaction Database (ORD), a public repository of structured organic reaction records. describe an organic reaction: reactants, conditions, products, and yield The reactants are C(C)(C)(C)OC(NC1=C(C=C(C=C1)C1=CC=C(C=C1)F)NC(CC(=O)C1=CC(=NC=C1)N1C=NC=C1)=O)=O ({4′-fluoro-3-[3-(2-imidazol-1-yl-pyridin-4-yl)-3-oxo-propionylamino]-biphenyl-4-yl}-carbamic acid tert.-butyl ester), C(=O)(C(F)(F)F)O (TFA). The solvent is C(Cl)Cl (CH2Cl2). The product is FC1=CC=C(C=C1)C=1C=CC2=C(NC(CC(=N2)C2=CC(=NC=C2)N2C=NC=C2)=O)C1 (8-(4-Fluoro-phenyl)-4-(2-imidazol-1-yl-pyridin-4-yl)-1,3-dihydro-benzo[b][1,4]diazepin-2-one). As a reaction SMILES: C(OC(=O)[NH:7][C:8]1[CH:13]=[CH:12][C:11]([C:14]2[CH:19]=[CH:18][C:17]([F:20])=[CH:16][CH:15]=2)=[CH:10][C:9]=1[NH:21][C:22](=[O:37])[CH2:23][C:24]([C:26]1[CH:31]=[CH:30][N:29]=[C:28]([N:32]2[CH:36]=[CH:35][N:34]=[CH:33]2)[CH:27]=1)=O)(C)(C)C.C(O)(C(F)(F)F)=O>C(Cl)Cl>[F:20][C:17]1[CH:18]=[CH:19][C:14]([C:11]2[CH:12]=[CH:13][C:8]3[N:7]=[C:24]([C:26]4[CH:31]=[CH:30][N:29]=[C:28]([N:32]5[CH:36]=[CH:35][N:34]=[CH:33]5)[CH:27]=4)[CH2:23][C:22](=[O:37])[NH:21][C:9]=3[CH:10]=2)=[CH:15][CH:16]=1. Reported procedure: Prepared from {4′-fluoro-3-[3-(2-imidazol-1-yl-pyridin-4-yl)-3-oxo-propionylamino]-biphenyl-4-yl}-carbamic acid tert.-butyl ester (Example K43) by treatment with TFA in CH2Cl2 according to the general procedure M. Obtained as a light brown solid (209 mg).